This data is from the Open Reaction Database (ORD), a public repository of structured organic reaction records. The task is: describe an organic reaction: reactants, conditions, products, and yield Reactants: C1(CCCCC1)COC=1C=2N(C=CC1)C(=C(N2)C)C(=O)O (8-(cyclohexylmethoxy)-2-methylimidazo[1,2-a]pyridine-3-carboxylic acid), C(C)(=O)OCCCS(=O)(=O)N (3-(aminosulfonyl)propyl acetate), C1CCC2=NCCCN2CC1 (1,8-diazabicyclo[5.4.0]-7-undecene), C(=O)(N1C=NC=C1)N1C=NC=C1 (1,1′-carbonyldiimidazole). The solvent is C(C)(=O)OCC (ethyl acetate), O (water), C1CCOC1 (THF). Run at temperature 60 celsius, time 1 hour. Yields the product C(C)(=O)OCCCS(=O)(=O)NC(=O)C1=C(N=C2N1C=CC=C2OCC2CCCCC2)C (3-[({[8-(cyclohexylmethoxy)-2-methylimidazo[1,2-a]pyridin-3-yl]carbonyl}amino)sulfonyl]propyl acetate). Yield: 31.7%. Reaction SMILES: [CH:1]1([CH2:7][O:8][C:9]2[C:10]3[N:11]([C:15]([C:19]([OH:21])=O)=[C:16]([CH3:18])[N:17]=3)[CH:12]=[CH:13][CH:14]=2)[CH2:6][CH2:5][CH2:4][CH2:3][CH2:2]1.C(N1C=CN=C1)(N1C=CN=C1)=O.[C:34]([O:37][CH2:38][CH2:39][CH2:40][S:41]([NH2:44])(=[O:43])=[O:42])(=[O:36])[CH3:35].C1CCN2C(=NCCC2)CC1>C1COCC1.C(OCC)(=O)C.O>[C:34]([O:37][CH2:38][CH2:39][CH2:40][S:41]([NH:44][C:19]([C:15]1[N:11]2[CH:12]=[CH:13][CH:14]=[C:9]([O:8][CH2:7][CH:1]3[CH2:2][CH2:3][CH2:4][CH2:5][CH2:6]3)[C:10]2=[N:17][C:16]=1[CH3:18])=[O:21])(=[O:42])=[O:43])(=[O:36])[CH3:35]. Reported procedure: To a suspension of 300 mg of 8-(cyclohexylmethoxy)-2-methylimidazo[1,2-a]pyridine-3-carboxylic acid in 5 ml of THF was added 253 mg of 1,1′-carbonyldiimidazole, followed by stirring at 60° C. for 1 hour. Subsequently, 283 mg of 3-(aminosulfonyl)propyl acetate and 389 μl of 1,8-diazabicyclo[5.4.0]-7-undecene were added thereto under ice-cooling, followed by stirring at room temperature overnight. To the reaction mixture were added water and ethyl acetate to carry out a layer separation operation.... Reactants: CC(C(=O)NC=1N=C(N(C1C(=O)[O-])CC1=CC=C(C=C1)C1=C(C=CC=C1)C1=NN=NN1C(C1=CC=CC=C1)(C1=CC=CC=C1)C1=CC=CC=C1)CCC)=C (4-[N-(2-methylacryloyl)amino]-2-n-propyl-1-[[2'-(N-triphenylmethyltetrazol-5-yl)biphenyl-4-yl]methyl]imidazole-5-carboxylate), Cl.C(C)O (HCl ethanol). Product: CC(C(=O)NC=1N=C(N(C1C(=O)OCC)CC1=CC=C(C=C1)C1=C(C=CC=C1)C1=NN=NN1)CCC)=C (ethyl 4-[N-(2-methylacryloyl)amino]-2-n-propyl-1-[[2'-(tetrazol-5-yl)biphenyl-4-yl]methyl]-1H-imidazole-5-carboxylate). Yield: 42.0%. Reaction SMILES: [CH3:1][C:2](=[CH2:54])[C:3]([NH:5][C:6]1[N:7]=[C:8]([CH2:51][CH2:52][CH3:53])[N:9]([CH2:14][C:15]2[CH:20]=[CH:19][C:18]([C:21]3[CH:26]=[CH:25][CH:24]=[CH:23][C:22]=3[C:27]3[N:31](C(C4C=CC=CC=4)(C4C=CC=CC=4)C4C=CC=CC=4)[N:30]=[N:29][N:28]=3)=[CH:17][CH:16]=2)[C:10]=1[C:11]([O-:13])=[O:12])=[O:4].Cl.[CH2:56](O)[CH3:57]>>[CH3:1][C:2](=[CH2:54])[C:3]([NH:5][C:6]1[N:7]=[C:8]([CH2:51][CH2:52][CH3:53])[N:9]([CH2:14][C:15]2[CH:16]=[CH:17][C:18]([C:21]3[CH:26]=[CH:25][CH:24]=[CH:23][C:22]=3[C:27]3[NH:28][N:29]=[N:30][N:31]=3)=[CH:19][CH:20]=2)[C:10]=1[C:11]([O:13][CH2:56][CH3:57])=[O:12])=[O:4] |f:1.2|. Reported procedure: To 250 mg of ethyl ,4-[N-(2-methylacryloyl)amino]-2-n-propyl-1-[[2'-(N-triphenylmethyltetrazol-5-yl)biphenyl-4-yl]methyl]imidazole-5-carboxylate was added 10 mL of 2N--HCl-ethanol (1:1) and the mixture was stirred at an external temperature of 90° C. for 4 hours. The solvent was then distilled off under reduced pressure and the residue was purified by silica gel chromatography (chloroform-methanol=20:1) and recrystallized from acetonitrile to provide 71 mg of ethyl 4-[N-(2-methylacryloyl)amino]-... The reactants are FC(C(=O)O)(F)F.C(=O)(O)CCN1C(C2=C(CCC1)C=CC(=C2)C#CCCCN)=O (2-(2-carboxyethyl)-8-(5-aminopentynyl)-2,3,4,5-tetrahydro-1H-2-benzazepin-1-one trifluoroacetate), C(=N)(N)S(=O)(=O)O (formamidine sulfonic acid). The solvent is C(C)(=O)O (acetic acid), KHCO3. Reaction conditions: time 2 hour. Yields the product FC(C(=O)O)(F)F.C(=O)(O)CCN1C(C2=C(CCC1)C=CC(=C2)C#CCCCNC(=N)N)=O (2-(2-carboxyethyl)-8-(5-guanidinopentynyl)-2,3,4,5-tetrahydro-1H-2-benzazepin-1-one trifluoroacetate). Yield: 15.2%. RXN SMILES: [F:1][C:2]([F:7])([F:6])[C:3]([OH:5])=[O:4].[C:8]([CH2:11][CH2:12][N:13]1[CH2:19][CH2:18][CH2:17][C:16]2[CH:20]=[CH:21][C:22]([C:24]#[C:25][CH2:26][CH2:27][CH2:28][NH2:29])=[CH:23][C:15]=2[C:14]1=[O:30])([OH:10])=[O:9].[C:31](S(O)(=O)=O)([NH2:33])=[NH:32]>C(O)(=O)C>[F:1][C:2]([F:7])([F:6])[C:3]([OH:5])=[O:4].[C:8]([CH2:11][CH2:12][N:13]1[CH2:19][CH2:18][CH2:17][C:16]2[CH:20]=[CH:21][C:22]([C:24]#[C:25][CH2:26][CH2:27][CH2:28][NH:29][C:31]([NH2:33])=[NH:32])=[CH:23][C:15]=2[C:14]1=[O:30])([OH:10])=[O:9] |f:0.1,4.5|. Reported procedure: A solution of 2-(2-carboxyethyl)-8-(5-aminopentynyl)-2,3,4,5-tetrahydro-1H-2-benzazepin-1-one trifluoroacetate (20 mg, 0.063 mmol) in saturated aqueous KHCO3 (1 mL) was treated with formamidine sulfonic acid (80 mg, 1.0 mmol), and the resulting mixture stirred for 2 hours. The mixture was then treated with acetic acid, and the volatiles were removed. The residue was purified by HPLC (1/2" C-18 reverse-phase column) eluting with a gradient of 3:7 methanol (0.1% trifluoroaceate)/water (0.1% triflu... The reactants are Cc1cc(Nc2ccnn2C(C)(C)C)nc(CN2CC3CC2CN3C(=O)c2cccc(Cl)c2F)n1, O=CO. Product: Cc1cc(Nc2cc[nH]n2)nc(CN2CC3CC2CN3C(=O)c2cccc(Cl)c2F)n1. RXN SMILES: [C:1]([CH3:2])([CH3:3])([CH3:4])[n:5]1[n:6][cH:7][cH:8][c:9]1[NH:10][c:11]1[n:12][c:13]([CH2:18][N:19]2[CH:20]3[CH2:21][N:22]([C:26]([c:27]4[c:28]([F:34])[c:29]([Cl:33])[cH:30][cH:31][cH:32]4)=[O:35])[CH:23]([CH2:24]2)[CH2:25]3)[n:14][c:15]([CH3:17])[cH:16]1.[CH:36]([OH:37])=[O:38]>>[n:5]1[nH:6][cH:7][cH:8][c:9]1[NH:10][c:11]1[n:12][c:13]([CH2:18][N:19]2[CH:20]3[CH2:21][N:22]([C:26]([c:27]4[c:28]([F:34])[c:29]([Cl:33])[cH:30][cH:31][cH:32]4)=[O:35])[CH:23]([CH2:24]2)[CH2:25]3)[n:14][c:15]([CH3:17])[cH:16]1. The reactants are solution, C(CCC)[Li] (n-butyllithium), O1CCCC1 (tetrahydrofuran), COC(=O)C1CC(CC1)CCC (1-methoxycarbonyl-3-propylcyclopentane), CP(OC)(OC)=O (dimethyl methylphosphonate), O1CCCC1 (tetrahydrofuran). Run in C(C)OCC (diethyl ether), C(C)(=O)O (acetic acid). Product: O=C(CP(OC)(OC)=O)C1CC(CC1)CCC (Dimethyl 2-oxo-2-(3-propylcyclopentyl)ethylphosphonate). As a reaction SMILES: C([Li])CCC.[CH3:6][P:7](=[O:12])([O:10][CH3:11])[O:8][CH3:9].O1CCCC1.C[O:19][C:20]([CH:22]1[CH2:26][CH2:25][CH:24]([CH2:27][CH2:28][CH3:29])[CH2:23]1)=O>C(OCC)C.C(O)(=O)C>[O:19]=[C:20]([CH:22]1[CH2:26][CH2:25][CH:24]([CH2:27][CH2:28][CH3:29])[CH2:23]1)[CH2:6][P:7](=[O:12])([O:10][CH3:11])[O:8][CH3:9]. Procedure: 17 ml. of a 2 M solution of n-butyllithium in diethyl ether were added dropwise with stirring, under an atmosphere of nitrogen, to a solution of 4.2 g. of dimethyl methylphosphonate in 40 ml. of dry tetrahydrofuran at -50° to -60° C. After stirring for 10 minutes, 2.9 g. of 1-methoxycarbonyl-3-propylcyclopentane in 10 ml. of dry tetrahydrofuran were added dropwise at -78° C. and the reaction mixture was stirred for 4 hours at -78° C. and further stirred overnight at 0° C. The reaction mixture wa... As a reaction SMILES: Br[C:2]1[S:3][C:4]2[C:9]([Cl:10])=[N:8][C:7]([S:11][CH2:12][C:13]3[CH:18]=[CH:17][CH:16]=[CH:15][CH:14]=3)=[N:6][C:5]=2[N:19]=1.[S:20]1[CH:24]=[CH:23][CH:22]=[C:21]1[CH2:25][CH2:26][NH2:27]>>[Cl:10][C:9]1[C:4]2[S:3][C:2]([NH:27][CH2:26][CH2:25][C:21]3[S:20][CH:24]=[CH:23][CH:22]=3)=[N:19][C:5]=2[N:6]=[C:7]([S:11][CH2:12][C:13]2[CH:18]=[CH:17][CH:16]=[CH:15][CH:14]=2)[N:8]=1. Product: ClC=1C2=C(N=C(N1)SCC1=CC=CC=C1)N=C(S2)NCCC=2SC=CC2 (7-Chloro-5-[(phenylmethyl)thio]-N-[2-(2-thienyl)ethyl]thiazolo[4,5-d]pyrimidin-2-amine). Reactants: BrC=1SC2=C(N=C(N=C2Cl)SCC2=CC=CC=C2)N1 (2-Bromo-7-chloro-5-[(phenylmethyl)thio]thiazolo[4,5-d]pyrimidine), S1C(=CC=C1)CCN (2-(2-thienyl)ethylamine). Procedure: Prepared by the method of Example 231, using the product of Example 219 and 2-(2-thienyl)ethylamine. The reactants are CC(C)(CCC(C)(O)C)O (2,5-dimethylhexane-2,5-diol), C(C(C)(C)C)=O (pivalaldehyde), C1(=CC=CC=C1)C (toluene). The reagents and catalysts are C1(=CC=C(C=C1)S(=O)(=O)O)C (p-toluenesulfonic acid). Solvent: O (water). The product is C(C)(C)(C)C1OC(CCC(O1)(C)C)(C)C (2-tert.-butyl-4,4,7,7,-tetramethyl-1,3-dioxacycloheptane). Isolated yield 85.0%. Reaction SMILES: [CH3:1][C:2]([OH:10])([CH2:4][CH2:5][C:6]([CH3:9])([OH:8])[CH3:7])[CH3:3].[CH:11](=O)[C:12]([CH3:15])([CH3:14])[CH3:13].C1(C)C=CC=CC=1>C1(C)C=CC(S(O)(=O)=O)=CC=1.O>[C:12]([CH:15]1[O:10][C:2]([CH3:3])([CH3:1])[CH2:4][CH2:5][C:6]([CH3:9])([CH3:7])[O:8]1)([CH3:14])([CH3:13])[CH3:11]. Reported procedure: A mixture of 730 g (5 mol) of 2,5-dimethylhexane-2,5-diol, 3 g of p-toluenesulfonic acid, 430 g (5 mol) of pivalaldehyde and 1 l of toluene was refluxed for 4 hours (h) during which the water of reaction produced (90 ml) was removed. The reaction mixture was then cooled down to room temperature (RT) and stirred up with 10 ml of 25% strength aqueous sodium hydroxide solution, the phases were separated, the organic phase was washed with a little water until neutral, and the toluene was then remove... Starting materials: ClCC=1OC(OC1C)=O (4-Chloromethyl-5-methyl-[1,3]dioxol-2-one), ClC1=CC=C(S1)C1=CC(=NO1)CN1C(=CC=2C(=CC=CC12)C(=O)O)C(NC1CCN(CC1)C(C)C)=O (1-[5-(5-Chloro-thiophen-2-yl)-isoxazol-3-ylmethyl]-2-(1-isopropyl-piperidin-4-ylcarbamoyl)-1H-indole-4-carboxylic acid), ClC=1C=CC(=NC1)NC(=O)CN1C(=CC=2C(=CC=CC12)C(=O)O)C(NC1CCN(CC1)C(C)C)=O (1-[(5-Chloro-pyridin-2-ylcarbamoyl)-methyl]-2-(1-isopropyl-piperidin-4-ylcarbamoyl)-1H-indole-4-carboxylic acid). Product: CC1=C(OC(O1)=O)COC(=O)C=1C=2C=C(N(C2C=CC1)CC1=NOC(=C1)C=1SC(=CC1)Cl)C(NC1CCN(CC1)C(C)C)=O (1-[5-(5-Chloro-thiophen-2-yl)-isoxazol-3-ylmethyl]-2-(1-isopropyl-piperidin-4-ylcarbamoyl)-1H-indole-4-carboxylic acid 5-methyl-2-oxo-[1,3]dioxol-4-ylmethyl ester). RXN SMILES: Cl[CH2:2][C:3]1[O:4][C:5](=[O:9])[O:6][C:7]=1[CH3:8].[Cl:10][C:11]1[S:15][C:14]([C:16]2[O:20][N:19]=[C:18]([CH2:21][N:22]3[C:30]4[CH:29]=[CH:28][CH:27]=[C:26]([C:31]([OH:33])=[O:32])[C:25]=4[CH:24]=[C:23]3[C:34](=[O:45])[NH:35][CH:36]3[CH2:41][CH2:40][N:39]([CH:42]([CH3:44])[CH3:43])[CH2:38][CH2:37]3)[CH:17]=2)=[CH:13][CH:12]=1.ClC1C=CC(NC(CN2C3C=CC=C(C(O)=O)C=3C=C2C(=O)NC2CCN(C(C)C)CC2)=O)=NC=1>>[CH3:8][C:7]1[O:6][C:5](=[O:9])[O:4][C:3]=1[CH2:2][O:33][C:31]([C:26]1[C:25]2[CH:24]=[C:23]([C:34](=[O:45])[NH:35][CH:36]3[CH2:41][CH2:40][N:39]([CH:42]([CH3:43])[CH3:44])[CH2:38][CH2:37]3)[N:22]([CH2:21][C:18]3[CH:17]=[C:16]([C:14]4[S:15][C:11]([Cl:10])=[CH:12][CH:13]=4)[O:20][N:19]=3)[C:30]=2[CH:29]=[CH:28][CH:27]=1)=[O:32]. Reported procedure: The title compound was prepared analogously to example 5 with the difference that 4-Chloromethyl-5-methyl-[1,3]dioxol-2-one and 1-[5-(5-Chloro-thiophen-2-yl)-isoxazol-3-ylmethyl]-2-(1-isopropyl-piperidin-4-ylcarbamoyl)-1H-indole-4-carboxylic acid was used instead of Carbonic acid 1-chloro-ethyl ester 2-methoxy-ethyl ester and 1-[(5-Chloro-pyridin-2-ylcarbamoyl)-methyl]-2-(1-isopropyl-piperidin-4-ylcarbamoyl)-1H-indole-4-carboxylic acid. MS (ES+): m/e=639, chloro pattern.